Dataset: the Open Reaction Database (ORD), a public repository of structured organic reaction records. Task: describe an organic reaction: reactants, conditions, products, and yield Procedure details: 48 g of 2,2-dimethyl-3-phenyl-2H-azirine and 18.5 g of p-aminobenzaldehyde were exposed to light for 2 hours in 6 liters of 1,4-dioxane in the manner described in Example 1. The solvent was then removed in a water-jet vacuum and the oily residue was chromatographed on silica gel, the elution was carried out with dichloromethane. The thus-obtained crude product (60 g) was stirred in ethanol for 2 hours at room temperature together with 1.8 g of sodium borohydride. The mixture was then diluted wit... Solvent: C(C)O (ethanol), O1CCOCC1 (1,4-dioxane), O (water). The product is NC1=CC=C(C=C1)C1C(=NC(O1)(C)C)C1=CC=CC=C1 (5-(p-aminophenyl)-2,2-dimethyl-4-phenyl-3-oxazoline). As a reaction SMILES: [CH3:1][C:2]1([CH3:11])[C:4]([C:5]2[CH:10]=[CH:9][CH:8]=[CH:7][CH:6]=2)=[N:3]1.[NH2:12][C:13]1[CH:20]=[CH:19][C:16]([CH:17]=[O:18])=[CH:15][CH:14]=1.[BH4-].[Na+]>O1CCOCC1.C(O)C.O>[NH2:12][C:13]1[CH:20]=[CH:19][C:16]([CH:17]2[O:18][C:2]([CH3:1])([CH3:11])[N:3]=[C:4]2[C:5]2[CH:6]=[CH:7][CH:8]=[CH:9][CH:10]=2)=[CH:15][CH:14]=1 |f:2.3|. Reactants: [BH4-].[Na+] (sodium borohydride), CC1(N=C1C1=CC=CC=C1)C (2,2-dimethyl-3-phenyl-2H-azirine), NC1=CC=C(C=O)C=C1 (p-aminobenzaldehyde). The reactants are O=C([O-])[O-], COCC(OC(C)=O)C(=O)Nc1ccc(C)cn1, CO, [K+], [K+]. Product: COCC(O)C(=O)Nc1ccc(C)cn1. RXN SMILES: [C:1](=[O:2])([O-:3])[O-:4].[C:7](=[O:8])([CH3:9])[O:10][CH:11]([C:12](=[O:13])[NH:14][c:15]1[n:16][cH:17][c:18]([CH3:21])[cH:19][cH:20]1)[CH2:22][O:23][CH3:24].[CH3:25][OH:26].[K+:5].[K+:6]>>[OH:10][CH:11]([C:12](=[O:13])[NH:14][c:15]1[n:16][cH:17][c:18]([CH3:21])[cH:19][cH:20]1)[CH2:22][O:23][CH3:24]. Starting materials: COC=1C=C(C=CC1N1C=NC(=C1)C)/C=C/C(=O)NNC(C(CCCCl)C1=CC=C(C=C1)Cl)=O (5-chloro-2-(4-chlorophenyl)pentanoic acid N′-{(E)-3-[3-methoxy-4-(4-methyl-1H-imidazol-1-yl)phenyl]acryloyl}hydrazide). Solvent: P(=O)(Cl)(Cl)Cl (phosphorus oxychloride). The product is ClCCCC(C1=CC=C(C=C1)Cl)C=1OC(=NN1)\C=C\C1=CC(=C(C=C1)N1C=NC(=C1)C)OC (2-[4-chloro-1-(4-chlorophenyl)butyl]-5-{(E)-2-[3-methoxy-4-(4-methyl-1H-imidazol-1-yl)phenyl]vinyl}-[1,3,4]oxadiazole). Isolated yield 42.2%. RXN SMILES: [CH3:1][O:2][C:3]1[CH:4]=[C:5](/[CH:15]=[CH:16]/[C:17]([NH:19][NH:20][C:21](=[O:34])[CH:22]([C:27]2[CH:32]=[CH:31][C:30]([Cl:33])=[CH:29][CH:28]=2)[CH2:23][CH2:24][CH2:25][Cl:26])=O)[CH:6]=[CH:7][C:8]=1[N:9]1[CH:13]=[C:12]([CH3:14])[N:11]=[CH:10]1>P(Cl)(Cl)(Cl)=O>[Cl:26][CH2:25][CH2:24][CH2:23][CH:22]([C:21]1[O:34][C:17](/[CH:16]=[CH:15]/[C:5]2[CH:6]=[CH:7][C:8]([N:9]3[CH:13]=[C:12]([CH3:14])[N:11]=[CH:10]3)=[C:3]([O:2][CH3:1])[CH:4]=2)=[N:19][N:20]=1)[C:27]1[CH:32]=[CH:31][C:30]([Cl:33])=[CH:29][CH:28]=1. Reported procedure: A solution of 5-chloro-2-(4-chlorophenyl)pentanoic acid N′-{(E)-3-[3-methoxy-4-(4-methyl-1H-imidazol-1-yl)phenyl]acryloyl}hydrazide (4.67 g) in phosphorus oxychloride (15 mL) was stirred at 120° C. for 3.5 hours. The reaction solution was left to cool to room temperature and then concentrated under reduced pressure. Ethyl acetate and saturated sodium bicarbonate water were added to the resulting residue, and the organic layer was separated. The resulting organic layer was dried over anhydrous ma... Starting materials: C1CCOC1, CON(C)C(=O)CCCCCCCCCCNC(=O)OCc1ccccc1. Product: CC(=O)CCCCCCCCCCNC(=O)OCc1ccccc1. As a reaction SMILES: [CH2:28]1[O:29][CH2:30][CH2:31][CH2:32]1.[CH3:1][O:2][N:3]([C:4]([CH2:5][CH2:6][CH2:7][CH2:8][CH2:9][CH2:10][CH2:11][CH2:12][CH2:13][CH2:14][NH:15][C:16]([O:17][CH2:18][c:19]1[cH:20][cH:21][cH:22][cH:23][cH:24]1)=[O:25])=[O:26])[CH3:27]>>[C:4]([CH2:5][CH2:6][CH2:7][CH2:8][CH2:9][CH2:10][CH2:11][CH2:12][CH2:13][CH2:14][NH:15][C:16]([O:17][CH2:18][c:19]1[cH:20][cH:21][cH:22][cH:23][cH:24]1)=[O:25])(=[O:26])[CH3:28]. The reactants are O=C1CCC(O1)C(=O)O (5-oxo-2-tetrahydrofurancarboxylic acid), C=C(C)C (isobutene), C([O-])(O)=O.[Na+] (sodium bicarbonate). Run in ClCCl (dichloromethane). Conditions: temperature -60 celsius, time 8 hour. Yields the product O=C1CCC(O1)C(=O)OC(C)(C)C (t-butyl 5-oxo-2- tetrahydrofurancarboxylate). As a reaction SMILES: [O:1]=[C:2]1[O:6][CH:5]([C:7]([OH:9])=[O:8])[CH2:4][CH2:3]1.[CH2:10]=[C:11]([CH3:13])[CH3:12].C(=O)(O)[O-].[Na+]>ClCCl>[O:1]=[C:2]1[O:6][CH:5]([C:7]([O:9][C:11]([CH3:13])([CH3:12])[CH3:10])=[O:8])[CH2:4][CH2:3]1 |f:2.3|. Procedure details: To a solution of 5.0 g 5-oxo-2-tetrahydrofurancarboxylic acid in 100 ml dichloromethane 0.3 ml concentrated sulfuric acid and then an excess amount of isobutene (about 50 ml) were added, while maintaining the solution at -60° C. The reaction mixture was kept standing in a tightly seald flask at room temperature overnight, and thereafter it was poured into a cooled saturated aqueous solution of sodium bicarbonate, and the dichloromethane layer was separated. After washing with water and drying (o...